From a dataset of the Open Reaction Database (ORD), a public repository of structured organic reaction records. describe an organic reaction: reactants, conditions, products, and yield Reaction SMILES: [CH3:16][I:17].[CH3:18][N:19]([CH3:20])[CH:21]=[O:22].[Na+:15].[OH-:14].[nH:1]1[cH:2][cH:3][c:4]2[cH:5][cH:6][c:7]([C:10](=[O:11])[O:12][CH3:13])[cH:8][c:9]12>>[n:1]1([CH3:16])[cH:2][cH:3][c:4]2[cH:5][cH:6][c:7]([C:10](=[O:11])[O:12][CH3:13])[cH:8][c:9]12. Reactants: CI, CN(C)C=O, [Na+], [OH-], COC(=O)c1ccc2cc[nH]c2c1. Product: COC(=O)c1ccc2ccn(C)c2c1.